From a dataset of the Open Reaction Database (ORD), a public repository of structured organic reaction records. describe an organic reaction: reactants, conditions, products, and yield As a reaction SMILES: [CH3:1][N:2]([C:3]([CH2:4][n:5]1[cH:6][c:7]([CH:22]=[CH:23][c:24]2[n:25][n:26][n:27][nH:28]2)[c:8]2[cH:9][c:10]([O:14][CH2:15][c:16]3[cH:17][cH:18][cH:19][cH:20][cH:21]3)[cH:11][cH:12][c:13]12)=[O:29])[CH2:30][CH2:31][c:32]1[cH:33][cH:34][cH:35][cH:36][cH:37]1.[CH3:40][CH2:41][OH:42].[H:38][H:39]>>[CH3:1][N:2]([C:3]([CH2:4][n:5]1[cH:6][c:7]([CH2:22][CH2:23][c:24]2[n:25][n:26][n:27][nH:28]2)[c:8]2[cH:9][c:10]([O:14][CH2:15][c:16]3[cH:17][cH:18][cH:19][cH:20][cH:21]3)[cH:11][cH:12][c:13]12)=[O:29])[CH2:30][CH2:31][c:32]1[cH:33][cH:34][cH:35][cH:36][cH:37]1. The product is CN(CCc1ccccc1)C(=O)Cn1cc(CCc2nnn[nH]2)c2cc(OCc3ccccc3)ccc21. The reactants are CN(CCc1ccccc1)C(=O)Cn1cc(C=Cc2nnn[nH]2)c2cc(OCc3ccccc3)ccc21, CCO, [H][H].